Task: describe an organic reaction: reactants, conditions, products, and yield. Dataset: the Open Reaction Database (ORD), a public repository of structured organic reaction records Starting materials: BrCC1OCCO1, CN(C)C=O, CCOC(C)=O, [H-], [Na+], O, O=c1ccc2cccnc2[nH]1. The product is O=c1ccc2cccnc2n1CC1OCCO1. As a reaction SMILES: [Br:14][CH2:15][CH:16]1[O:17][CH2:18][CH2:19][O:20]1.[CH3:22][N:23]([CH3:24])[CH:25]=[O:26].[CH3:27][CH2:28][O:29][C:30](=[O:31])[CH3:32].[H-:12].[Na+:13].[OH2:21].[nH:1]1[c:2](=[O:11])[cH:3][cH:4][c:5]2[cH:6][cH:7][cH:8][n:9][c:10]12>>[n:1]1([CH2:15][CH:16]2[O:17][CH2:18][CH2:19][O:20]2)[c:2](=[O:11])[cH:3][cH:4][c:5]2[cH:6][cH:7][cH:8][n:9][c:10]12. The reactants are COC1=C(CN)C=CC=C1 (2-Methoxybenzylamine), ClCCN(C1=CC2=C(OC3=C(S(C2)(=O)=O)C=C(C=C3C)C(=O)O)C(=C1)Cl)CCCl (2-[Bis-(2-chloroethyl)amino]-4-chloro-6-methyl-10,10-dioxo-10,11-dihydro-5-oxa-10lambda*6*-thia-dibenzo[a,d]-cycloheptene-8-carboxylic acid), CO (methanol), n-tetrabutylammonium iodide. Product: COC(=O)C=1C=C(C2=C(S(CC3=C(O2)C(=CC(=C3)N3CCN(CC3)CC3=C(C=CC=C3)OC)Cl)(=O)=O)C1)C (4-Chloro-2-[4-(2-methoxy-benzyl)-piperazin-1-yl]-6-methyl-10,10-dioxo-10,11-dihydro-5-oxa-10lambda*6*-thia-dibenzo[a,d]cycloheptene-8-carboxylic acid methyl ester). Reaction SMILES: [CH3:1][O:2][C:3]1[CH:10]=[CH:9][CH:8]=[CH:7][C:4]=1[CH2:5][NH2:6].Cl[CH2:12][CH2:13][N:14]([CH2:37][CH2:38]Cl)[C:15]1[CH:35]=[C:34]([Cl:36])[C:18]2[O:19][C:20]3[C:29]([CH3:30])=[CH:28][C:27]([C:31]([OH:33])=[O:32])=[CH:26][C:21]=3[S:22](=[O:25])(=[O:24])[CH2:23][C:17]=2[CH:16]=1.[CH3:40]O>>[CH3:40][O:33][C:31]([C:27]1[CH:28]=[C:29]([CH3:30])[C:20]2[O:19][C:18]3[C:34]([Cl:36])=[CH:35][C:15]([N:14]4[CH2:13][CH2:12][N:6]([CH2:5][C:4]5[CH:7]=[CH:8][CH:9]=[CH:10][C:3]=5[O:2][CH3:1])[CH2:38][CH2:37]4)=[CH:16][C:17]=3[CH2:23][S:22](=[O:25])(=[O:24])[C:21]=2[CH:26]=1)=[O:32]. Procedure details: 2-Methoxybenzylamine (1 mL, 2.28 mmol) was added to a solution of Example 102j (0.6 g, 1.25 mmol) in methanol (10 mL), followed by the addition of n-tetrabutylammonium iodide (0.010 g, 0.02 mmol) in an atmosphere of nitrogen and sealed in a pressure reactor vessel at 110° C. for 6 h. It was processed as described in the synthesis of Example 129k to obtain the title compound as a white solid. Yield: 0.250 g, (35.81%); 1H NMR (DMSO-d6): δ 2.60-2.70 (m, 4H, 2CH2), 2.72 (s, 3H, CH3), 3.20-3.30 (m, 4... RXN SMILES: [Cl:1][C:2]1[CH:3]=[N:4][CH:5]=[C:6]([Cl:20])[C:7]=1[S:8][C:9]1[S:13][C:12]([C:14]([OH:16])=O)=[CH:11][C:10]=1[N+:17]([O-:19])=[O:18].[CH:21]1[N:25]=[C:24]([NH2:26])[S:23][CH:22]=1>>[Cl:20][C:6]1[CH:5]=[N:4][CH:3]=[C:2]([Cl:1])[C:7]=1[S:8][C:9]1[S:13][C:12]([C:14]([NH:26][C:24]2[S:23][CH:22]=[CH:21][N:25]=2)=[O:16])=[CH:11][C:10]=1[N+:17]([O-:19])=[O:18]. Product: ClC=1C=NC=C(C1SC1=C(C=C(S1)C(=O)NC=1SC=CN1)[N+](=O)[O-])Cl (5-((3,5-dichloropyridin-4-yl)thio)-4-nitro-N-(thiazol-2-yl)thiophene-2-carboxamide), solid. Procedure details: Prepared according to the procedure described for example 70 from 5-[(3,5-dichloro-4-pyridyl)sulfanyl]-4-nitro-thiophene-2-carboxylic acid (150 mg, 0.43 mmol) and aminothiazole (51.2 mg, 0.51 mmol). The title compound was obtained as a brown solid (77.0 mg, 42% yield). 1H NMR (400 MHz, d6-DMSO) δ: 13.12 (1H, br), 9.02 (2H, s), 7.73 (1H, m), 7.24 (1H, m). MS m/z: 431.20, 433.13 [M+H]+. Yield: 42.0%. Starting materials: ClC=1C=NC=C(C1SC1=C(C=C(S1)C(=O)O)[N+](=O)[O-])Cl (5-[(3,5-dichloro-4-pyridyl)sulfanyl]-4-nitro-thiophene-2-carboxylic acid), C1=CSC(=N1)N (aminothiazole). The reactants are [Cl-].NC1=[N+](C=CC=N1)CSC1=C(C=CC=C1)Br (2-amino-1-[[(o-bromophenyl)thio]methyl]pyrimidinium chloride), sodium 2-propoxide, sodium 2-propoxide. Run in CC(C)O (2-propanol). The product is BrC1=C(C=CC=C1)SCN1C(N=CC=C1)=N (1-[(o-bromophenylthio)methyl]-2-iminopyrimidine). As a reaction SMILES: [Cl-].[NH2:2][C:3]1[N:8]=[CH:7][CH:6]=[CH:5][N+:4]=1[CH2:9][S:10][C:11]1[CH:16]=[CH:15][CH:14]=[CH:13][C:12]=1[Br:17]>CC(O)C>[Br:17][C:12]1[CH:13]=[CH:14][CH:15]=[CH:16][C:11]=1[S:10][CH2:9][N:4]1[CH:5]=[CH:6][CH:7]=[N:8][C:3]1=[NH:2] |f:0.1|. Procedure: To a suspension of 2.05 g of sodium 2-propoxide in 200 ml of 2-propanol is added 8.3 g of 2-amino-1-[[(o-bromophenyl)thio]methyl]pyrimidinium chloride, and the mixture is stirred and heated under reflux for about 5 hours. During this time the flocculent sodium 2-propoxide is replaced by a granular precipitate. The mixture is filtered hot, the insoluble solid is washed repeatedly with warm 2-propanol, and the combined filtrate and washings are concentrated to a volume of about 25 ml in vacuo. The... Starting materials: ClC1=NC=C(C(=O)NC2=CC=C(C=C2)OC(F)(F)Cl)C=C1I (6-Chloro-N-(4-(chlorodifluoromethoxy)phenyl)-5-iodonicotinamide), N1=CN=CC(=C1)B(O)O (pyrimidine-5-boronic acid), C(=O)([O-])[O-].[Na+].[Na+] (Na2CO3). The reagents and catalysts are C1=CC=C(C=C1)P([C-]2C=CC=C2)C3=CC=CC=C3.C1=CC=C(C=C1)P([C-]2C=CC=C2)C3=CC=CC=C3.Cl[Pd]Cl.[Fe+2] (PdCl2(dppf)). The solvent is COCCOC (DME). Conditions: temperature 90 celsius, time 20 hour. The product is ClC1=NC=C(C(=O)NC2=CC=C(C=C2)OC(F)(F)Cl)C=C1C=1C=NC=NC1 (6-Chloro-N-(4-(chlorodifluoromethoxy)phenyl)-5-(pyrimidin-5-yl)nicotinamide). Reaction SMILES: [Cl:1][C:2]1[C:21](I)=[CH:20][C:5]([C:6]([NH:8][C:9]2[CH:14]=[CH:13][C:12]([O:15][C:16]([Cl:19])([F:18])[F:17])=[CH:11][CH:10]=2)=[O:7])=[CH:4][N:3]=1.[N:23]1[CH:28]=[C:27](B(O)O)[CH:26]=[N:25][CH:24]=1.C([O-])([O-])=O.[Na+].[Na+]>C1C=CC(P(C2C=CC=CC=2)[C-]2C=CC=C2)=CC=1.C1C=CC(P(C2C=CC=CC=2)[C-]2C=CC=C2)=CC=1.Cl[Pd]Cl.[Fe+2].COCCOC>[Cl:1][C:2]1[C:21]([C:27]2[CH:28]=[N:23][CH:24]=[N:25][CH:26]=2)=[CH:20][C:5]([C:6]([NH:8][C:9]2[CH:14]=[CH:13][C:12]([O:15][C:16]([Cl:19])([F:18])[F:17])=[CH:11][CH:10]=2)=[O:7])=[CH:4][N:3]=1 |f:2.3.4,5.6.7.8|. Reported procedure: 6-Chloro-N-(4-(chlorodifluoromethoxy)phenyl)-5-iodonicotinamide (Stage 76.1, 8 g, 17.43 mmol), pyrimidine-5-boronic acid (4.55 g, 34.9 mmol), PdCl2(dppf) (0.638 g, 0.871 mmol), Na2CO3 (26.1 mL of 2 M, 52.3 mmol), and DME (110 mL) were added to a vial, which was sealed, evacuated/purged with argon and the RM was stirred at 90° C. for 20 h. The RM was dissolved in EtOAc (200 mL), washed with water, dried over Na2SO4 and the solvent was evaporated off under reduced pressure. The residue was purifie... The reactants are CCOC(=O)C(CC(=O)OC(C)(C)C)(Cc1ccc(CC)c(CC)c1)C(=O)OCC, ClCCl, O=C(O)C(F)(F)F. Product: CCOC(=O)C(CC(=O)O)(Cc1ccc(CC)c(CC)c1)C(=O)OCC. RXN SMILES: [CH2:1]([CH3:2])[c:3]1[cH:4][c:5]([CH2:11][C:12]([CH2:13][C:14](=[O:15])[O:16][C:17]([CH3:18])([CH3:19])[CH3:20])([C:21](=[O:22])[O:23][CH2:24][CH3:25])[C:26](=[O:27])[O:28][CH2:29][CH3:30])[cH:6][cH:7][c:8]1[CH2:9][CH3:10].[Cl:38][CH2:39][Cl:40].[F:31][C:32]([F:33])([F:34])[C:35]([OH:36])=[O:37]>>[CH2:1]([CH3:2])[c:3]1[cH:4][c:5]([CH2:11][C:12]([CH2:13][C:14](=[O:15])[OH:16])([C:21](=[O:22])[O:23][CH2:24][CH3:25])[C:26](=[O:27])[O:28][CH2:29][CH3:30])[cH:6][cH:7][c:8]1[CH2:9][CH3:10]. Starting materials: O (water), C(C)OC(C(C(C[N+](=O)[O-])C1=CC=CC=C1)C(C)=O)=O (2-acetyl-4-nitro-3-phenyl-butyric acid ethyl ester), FC1=CC=C(N)C=C1 (4-fluoroaniline), TsOH monohydrate. The solvent is C1(=CC=CC=C1)C (toluene). Yields the product C(C)OC(=O)C1=C(N(C=C1C1=CC=CC=C1)C1=CC=C(C=C1)F)C (1-(4-Fluoro-phenyl)-2-methyl-4-phenyl-1H-pyrrole-3-carboxylic acid ethyl ester). Yield: 52.4%. RXN SMILES: [CH2:1]([O:3][C:4](=[O:20])[CH:5]([C:17](=O)[CH3:18])[CH:6]([C:11]1[CH:16]=[CH:15][CH:14]=[CH:13][CH:12]=1)[CH2:7][N+:8]([O-])=O)[CH3:2].[F:21][C:22]1[CH:28]=[CH:27][C:25](N)=[CH:24][CH:23]=1.O>C1(C)C=CC=CC=1>[CH2:1]([O:3][C:4]([C:5]1[C:6]([C:11]2[CH:16]=[CH:15][CH:14]=[CH:13][CH:12]=2)=[CH:7][N:8]([C:25]2[CH:27]=[CH:28][C:22]([F:21])=[CH:23][CH:24]=2)[C:17]=1[CH3:18])=[O:20])[CH3:2]. Procedure: A mixture of 2-acetyl-4-nitro-3-phenyl-butyric acid ethyl ester (4.26 g, 14.3 mmol), 4-fluoroaniline (1.75 g, 15.73 mmol), and TsOH monohydrate (136 mg, 0.72 mmol) in toluene (40 mL) was refluxed overnight, while the generated water was collected with a Dean-Stark distillation head; then the reaction was cooled, diluted with EtOAc, washed with diluted sodium hydrogen carbonate aqueous solution and saturated sodium chloride aqueous solution respective, the organic phase was dried over anhydrous s... Reactants: BrC1=CC=C(C=C1)C=1C(=CC=CC1)S(=O)(=O)O (4′-Bromo-biphenyl sulfonic acid), CN(C)C=O (DMF), S(=O)(Cl)Cl (thionyl chloride), C1(=CC=CC=C1)C (Toluene). Yields the product BrC1=CC=C(C=C1)C=1C(=CC=CC1)S(=O)(=O)Cl (4′-Bromo-biphenyl sulfonyl chloride). RXN SMILES: [Br:1][C:2]1[CH:7]=[CH:6][C:5]([C:8]2[C:9]([S:14]([OH:17])(=O)=[O:15])=[CH:10][CH:11]=[CH:12][CH:13]=2)=[CH:4][CH:3]=1.CN(C=O)C.C1(C)C=CC=CC=1.S(Cl)([Cl:32])=O>>[Br:1][C:2]1[CH:7]=[CH:6][C:5]([C:8]2[C:9]([S:14]([Cl:32])(=[O:17])=[O:15])=[CH:10][CH:11]=[CH:12][CH:13]=2)=[CH:4][CH:3]=1. Procedure details: 4′-Bromo-biphenyl sulfonic acid (5 g) was refluxed in thionyl chloride (30 mL) with a catalytic quantity of DMF (0.5 mL) for 4 hours. Toluene was added and the solvents evaporated under vacuum. The residue collected was recrystallised from petrol/ethyl acetate to give the title compound as large colourless crystals. Reactants: O1C(OCC1)CCCCN1CCC(CC1)C=1C=C(C=CC1)NC(C(C)C)=O (N-(3-{1-[4-(1,3-dioxolan-2-yl)butyl]-4-piperidinyl}phenyl)-2-methylpropanamide), Cl.C1(=CC=CC=C1)N(N)C1=CC=CC=C1 (1,1-diphenylhydrazine hydrochloride). Product: CC(C(=O)NC1=CC(=CC=C1)C1CCN(CC1)CCCC1=CN(C2=CC=CC=C12)C1=CC=CC=C1)C (2-METHYL-N-(3-{1-[3-(1-PHENYL-1H-INDOL-3-YL)PROPYL]-4-PIPERIDINYL}PHENYL)PROPANAMIDE). RXN SMILES: O1CCO[CH:2]1[CH2:6][CH2:7][CH2:8][CH2:9][N:10]1[CH2:15][CH2:14][CH:13]([C:16]2[CH:17]=[C:18]([NH:22][C:23](=[O:27])[CH:24]([CH3:26])[CH3:25])[CH:19]=[CH:20][CH:21]=2)[CH2:12][CH2:11]1.Cl.[C:29]1([N:35]([C:37]2[CH:42]=[CH:41][CH:40]=[CH:39][CH:38]=2)N)[CH:34]=[CH:33][CH:32]=[CH:31][CH:30]=1>>[CH3:25][CH:24]([CH3:26])[C:23]([NH:22][C:18]1[CH:19]=[CH:20][CH:21]=[C:16]([CH:13]2[CH2:12][CH2:11][N:10]([CH2:9][CH2:8][CH2:7][C:6]3[C:30]4[C:29](=[CH:34][CH:33]=[CH:32][CH:31]=4)[N:35]([C:37]4[CH:42]=[CH:41][CH:40]=[CH:39][CH:38]=4)[CH:2]=3)[CH2:15][CH2:14]2)[CH:17]=1)=[O:27] |f:1.2|. Procedure: Prepared by Procedure H and Scheme S using N-(3-{1-[4-(1,3-dioxolan-2-yl)butyl]-4-piperidinyl}phenyl)-2-methylpropanamide and 1,1-diphenylhydrazine hydrochloride: ESMS m/e: 480.2 (M+H)+.